This data is from the Open Reaction Database (ORD), a public repository of structured organic reaction records. The task is: describe an organic reaction: reactants, conditions, products, and yield Reaction SMILES: [OH:1][CH2:2][CH2:3][O:4][CH2:5][C:6]1[N:7]=[CH:8][S:9][C:10]=1/[CH:11]=[CH:12]\[S:13][C:14]1[C@H:15]([CH3:45])[C@@H:16]2[C@@H:33]([C@H:34]([O:36][Si](CC)(CC)CC)[CH3:35])[C:32](=[O:44])[N:17]2[C:18]=1[C:19]([O:21]CC1C=CC([N+]([O-])=O)=CC=1)=[O:20].Cl.O.C(=O)(O)[O-].[Na+:52].P([O-])([O-])([O-])=O.[Na+].[Na+].[Na+]>C1COCC1.O.[Pd]>[OH:1][CH2:2][CH2:3][O:4][CH2:5][C:6]1[N:7]=[CH:8][S:9][C:10]=1/[CH:11]=[CH:12]\[S:13][C:14]1[C@H:15]([CH3:45])[C@@H:16]2[C@@H:33]([C@H:34]([OH:36])[CH3:35])[C:32](=[O:44])[N:17]2[C:18]=1[C:19]([O-:21])=[O:20].[Na+:52] |f:2.3.4,5.6.7.8,12.13|. Solvent: C1CCOC1 (THF), O (water). Reaction conditions: time 50 minute. The reagents and catalysts are [Pd] (Pd—C). Reactants: Cl (hydrochloric acid), P(=O)([O-])([O-])[O-].[Na+].[Na+].[Na+] (sodium phosphate), OCCOCC=1N=CSC1\C=C/SC=1[C@@H]([C@H]2N(C1C(=O)OCC1=CC=C(C=C1)[N+](=O)[O-])C([C@@H]2[C@@H](C)O[Si](CC)(CC)CC)=O)C (4-Nitrobenzyl (1R,5S,6S)-2-[[(Z)-2-[4-(2-hydroxyethoxy)methylthiazol-5-yl]ethen-1-yl]thio]-1-methyl-6-((1R)-1-triethylsilyloxy ethyl)-1-carbapen-2-em-3-carboxylate), O.C([O-])(O)=O.[Na+] (sodium bicarbonate water). Procedure: 4-Nitrobenzyl (1R,5S,6S)-2-[[(Z)-2-[4-(2-hydroxyethoxy)methylthiazol-5-yl]ethen-1-yl]thio]-1-methyl-6-((1R)-1-triethylsilyloxy ethyl)-1-carbapen-2-em-3-carboxylate (3.82 g) was dissolved in 170 ml of THF and 70 ml of water. 1 N aqueous hydrochloric acid (2.8 ml) was added to the solution, and the mixture was stirred at room temperature for 50 min. The reaction solution was adjusted to pH 3.0 by the addition of saturated sodium bicarbonate water. A 1/15 M sodium phosphate buffer solution (pH 6.8)... The product is OCCOCC=1N=CSC1\C=C/SC=1[C@@H]([C@H]2N(C1C(=O)[O-])C([C@@H]2[C@@H](C)O)=O)C.[Na+] (Sodium (1R,5S,6S)-2-[[(Z)-2-[4-(2-hydroxyethoxy)methylthiazol-5-yl]ethen-1-yl]thio]-6-((1R)-1-hydroxyethyl)-1-methyl-1-carbapen-2-em-3-carboxylate). The reactants are BrC=1C=C(C=CC1)C1=NN2C(C=CC=C2NC2CCCC2)=C1C1=NC(=NC=C1)NC1CCCC1 (2-(3-bromophenyl)-N-cyclopentyl-3-[2-(cyclopentylamino)-4-pyrimidinyl]pyrazolo[1,5-a]pyridin-7-amine), C1(=CC=CC=C1)B(O)O (phenylboronic acid), C([O-])([O-])=O.[K+].[K+] (potassium carbonate), C1(=CC=CC=C1)P(C1=CC=CC=C1)C1=CC=CC=C1 (triphenyl phosphine). The reagents and catalysts are C(C)(=O)[O-].[Pd+2].C(C)(=O)[O-] (palladium (II) acetate). Run in O (water), C(C)(=O)OCC (ethyl acetate), CN(C=O)C (dimethylformamide). Run at temperature 100 celsius. Yields the product C1(=CC(=CC=C1)C1=NN2C(C=CC=C2NC2CCCC2)=C1C1=NC(=NC=C1)NC1CCCC1)C1=CC=CC=C1 (2-[1,1′-biphenyl]-3-yl-N-cyclopentyl-3-[2-(cyclopentylamino)-4-pyrimidinyl]pyrazolo[1,5-a]pyridin-7-amine). Isolated yield 89.0%. As a reaction SMILES: Br[C:2]1[CH:3]=[C:4]([C:8]2[C:22]([C:23]3[CH:28]=[CH:27][N:26]=[C:25]([NH:29][CH:30]4[CH2:34][CH2:33][CH2:32][CH2:31]4)[N:24]=3)=[C:11]3[CH:12]=[CH:13][CH:14]=[C:15]([NH:16][CH:17]4[CH2:21][CH2:20][CH2:19][CH2:18]4)[N:10]3[N:9]=2)[CH:5]=[CH:6][CH:7]=1.[C:35]1(B(O)O)[CH:40]=[CH:39][CH:38]=[CH:37][CH:36]=1.C(=O)([O-])[O-].[K+].[K+].C1(P(C2C=CC=CC=2)C2C=CC=CC=2)C=CC=CC=1>CN(C)C=O.C([O-])(=O)C.[Pd+2].C([O-])(=O)C.O.C(OCC)(=O)C>[C:2]1([C:35]2[CH:40]=[CH:39][CH:38]=[CH:37][CH:36]=2)[CH:7]=[CH:6][CH:5]=[C:4]([C:8]2[C:22]([C:23]3[CH:28]=[CH:27][N:26]=[C:25]([NH:29][CH:30]4[CH2:34][CH2:33][CH2:32][CH2:31]4)[N:24]=3)=[C:11]3[CH:12]=[CH:13][CH:14]=[C:15]([NH:16][CH:17]4[CH2:21][CH2:20][CH2:19][CH2:18]4)[N:10]3[N:9]=2)[CH:3]=1 |f:2.3.4,7.8.9|. Procedure: To a solution of 2-(3-bromophenyl)-N-cyclopentyl-3-[2-(cyclopentylamino)-4-pyrimidinyl]pyrazolo[1,5-a]pyridin-7-amine (100 mg, 0.19 mmol) in dimethylformamide (6 mL) was added phenylboronic acid (47 mg, 0.39 mmol), palladium (II) acetate (4.3 mg, 0.02 mmol), potassium carbonate (54 mg, 0.39 mmol) and triphenyl phosphine (30 mg, 0.08 mmol). The reaction was heated at 100° C. for 24 hours. After allowing the reaction mixture to cool to room temperature, ethyl acetate and water were added. The orga... Starting materials: C(C1=CC=CC=C1)N1CCC2(CC1)OC(C1=CC=CC=C12)=O (1′-benzyl-3H-spiro[isobenzofuran-1,4′-piperidin]-3-one), ClC(=O)OC(C)Cl (1-chloroethyl chloroformate). Run in ClCCl (dichloromethane). Conditions: temperature 25 celsius, time 5 hour. Yields the product N1CCC2(CC1)OC(C1=CC=CC=C12)=O (3H-spiro[isobenzofuran-1,4′-piperidin]-3-one), Cl (HCl). The yield is 484.0%. Reaction SMILES: C([N:8]1[CH2:13][CH2:12][C:11]2([C:21]3[C:16](=[CH:17][CH:18]=[CH:19][CH:20]=3)[C:15](=[O:22])[O:14]2)[CH2:10][CH2:9]1)C1C=CC=CC=1.[Cl:23]C(OC(Cl)C)=O>ClCCl>[NH:8]1[CH2:13][CH2:12][C:11]2([C:21]3[C:16](=[CH:17][CH:18]=[CH:19][CH:20]=3)[C:15](=[O:22])[O:14]2)[CH2:10][CH2:9]1.[ClH:23]. Procedure: To a solution of 1′-benzyl-3H-spiro[isobenzofuran-1,4′-piperidin]-3-one 1b (6 g, 20.4 mmol) in dichloromethane (30 mL) was added dropwise 1-chloroethyl chloroformate (2.9 g, 20.4 mmol). The mixture was stirred at 25° C. for 5 hr and then was concentrated to dryness under reduced pressure. The residue was dissolved in methanol and the mixture was heated to reflux for 30 min. The mixture was concentrated to dryness and ether was added. The precipitated solid was collected by filtration and washed ... Starting materials: CCOC(C)=O, CCO, c1cc(OCC2CO2)c2cc[nH]c2c1, C1=CCC2CNC(C1)CN2Cc1ccc2ccccc2c1. Yields the product OC(COc1cccc2[nH]ccc12)CN1CC2CC=CCC1CN2Cc1ccc2ccccc2c1. Reaction SMILES: [CH3:22][CH2:23][O:24][C:25](=[O:26])[CH3:27].[CH3:42][CH2:43][OH:44].[O:28]1[CH:29]([CH2:31][O:32][c:33]2[c:34]3[cH:35][cH:36][nH:37][c:38]3[cH:39][cH:40][cH:41]2)[CH2:30]1.[cH:1]1[c:2]([CH2:11][N:12]2[CH:13]3[CH2:14][CH:15]=[CH:16][CH2:17][CH:18]([CH2:19]2)[NH:20][CH2:21]3)[cH:3][cH:4][c:5]2[cH:6][cH:7][cH:8][cH:9][c:10]12>>[cH:1]1[c:2]([CH2:11][N:12]2[CH:13]3[CH2:14][CH:15]=[CH:16][CH2:17][CH:18]([CH2:19]2)[N:20]([CH2:30][CH:29]([OH:28])[CH2:31][O:32][c:33]2[c:34]4[cH:35][cH:36][nH:37][c:38]4[cH:39][cH:40][cH:41]2)[CH2:21]3)[cH:3][cH:4][c:5]2[cH:6][cH:7][cH:8][cH:9][c:10]12.